The task is: describe an organic reaction: reactants, conditions, products, and yield. This data is from the Open Reaction Database (ORD), a public repository of structured organic reaction records. The reactants are C(N)(=O)C=1C=C(C=CC1)[Sn](CCCC)(CCCC)CCCC (3-carbamoylphenyltri-n-butylstannane), C(C1=CC=CC=C1)OC(=O)N1[C@H](CCC1)CC1=CNC2=CC=C(C=C12)Br (3-(1-benzyloxycarbonylpyrrolidin-2(R)-ylmethyl)-5-bromo-1H-indole), C1(=C(C=CC=C1)P(C1=C(C=CC=C1)C)C1=C(C=CC=C1)C)C (tri-o-tolylphosphine). Reagents/catalysts: C(C)(=O)[O-].[Pd+2].C(C)(=O)[O-] (palladium (II) acetate). Run in C(C)N(CC)CC (triethylamine). Yields the product C(C1=CC=CC=C1)OC(=O)N1[C@H](CCC1)CC1=CNC2=CC=C(C=C12)C1=CC(=CC=C1)C(N)=O (3-(1-Benzyloxycarbonylpyrrolidin-2(R)-ylmethyl)-5-(3-carbamoylphenyl)-1H-indole). Isolated yield 30.9%. As a reaction SMILES: [C:1]([C:4]1[CH:5]=[C:6]([Sn](CCCC)(CCCC)CCCC)[CH:7]=[CH:8][CH:9]=1)(=[O:3])[NH2:2].[CH2:23]([O:30][C:31]([N:33]1[CH2:37][CH2:36][CH2:35][C@@H:34]1[CH2:38][C:39]1[C:47]2[C:42](=[CH:43][CH:44]=[C:45](Br)[CH:46]=2)[NH:41][CH:40]=1)=[O:32])[C:24]1[CH:29]=[CH:28][CH:27]=[CH:26][CH:25]=1.C1(C)C=CC=CC=1P(C1C=CC=CC=1C)C1C=CC=CC=1C>C([O-])(=O)C.[Pd+2].C([O-])(=O)C.C(N(CC)CC)C>[CH2:23]([O:30][C:31]([N:33]1[CH2:37][CH2:36][CH2:35][C@@H:34]1[CH2:38][C:39]1[C:47]2[C:42](=[CH:43][CH:44]=[C:45]([C:6]3[CH:7]=[CH:8][CH:9]=[C:4]([C:1](=[O:3])[NH2:2])[CH:5]=3)[CH:46]=2)[NH:41][CH:40]=1)=[O:32])[C:24]1[CH:25]=[CH:26][CH:27]=[CH:28][CH:29]=1 |f:3.4.5|. Reported procedure: 3-carbamoylphenyltri-n-butylstannane (3.076 g, 7.50 mmol) (see Preparation 9) and 3-(1-benzyloxycarbonylpyrrolidin-2(R)-ylmethyl)-5-bromo-1H-indole (2.81 g, 6.80 mmol) (see Preparation 35B) were reacted together in the presence of tri-o-tolylphosphine, triethylamine and palladium (II) acetate using a procedure similar to that described in Example 1. This yielded the title compound as a pale yellow foam (954 mg). Found: C,68.45; H,5.92; N,8.10; C28H27N3O3. 7/12CH2Cl2 requires: C,68.24; H,5.64; N,... Reactants: COC(=O)C(CNC(=O)OC(C)(C)C)NC(=O)c1sc(C(=O)NCc2cccc3c2CC(=O)N3)cc1C(F)(F)F, ClCCl, O=C(O)C(F)(F)F. Product: COC(=O)C(CN)NC(=O)c1sc(C(=O)NCc2cccc3c2CC(=O)N3)cc1C(F)(F)F, O=C(O)C(F)(F)F. Reaction SMILES: [CH3:1][O:2][C:3]([CH:4]([CH2:5][NH:6][C:7]([O:8][C:9]([CH3:10])([CH3:11])[CH3:12])=[O:13])[NH:14][C:15](=[O:16])[c:17]1[s:18][c:19]([C:26]([NH:27][CH2:28][c:29]2[c:30]3[c:34]([cH:35][cH:36][cH:37]2)[NH:33][C:32](=[O:38])[CH2:31]3)=[O:39])[cH:20][c:21]1[C:22]([F:23])([F:24])[F:25])=[O:40].[Cl:48][CH2:49][Cl:50].[F:41][C:42]([C:43](=[O:44])[OH:45])([F:46])[F:47]>>[CH3:1][O:2][C:3]([CH:4]([CH2:5][NH2:6])[NH:14][C:15](=[O:16])[c:17]1[s:18][c:19]([C:26]([NH:27][CH2:28][c:29]2[c:30]3[c:34]([cH:35][cH:36][cH:37]2)[NH:33][C:32](=[O:38])[CH2:31]3)=[O:39])[cH:20][c:21]1[C:22]([F:23])([F:24])[F:25])=[O:40].[F:41][C:42]([C:43](=[O:44])[OH:45])([F:46])[F:47].